This data is from the Open Reaction Database (ORD), a public repository of structured organic reaction records. The task is: describe an organic reaction: reactants, conditions, products, and yield Starting materials: NC(C=1C=C(SC1OC)C(=O)OC)=S (methyl 4-(aminothioxomethyl)-5-methoxythiophene-2-carboxylate), BrCC(=O)C1=CC=CC=C1 (2-bromoacetophenone). The product is COC1=C(C=C(S1)C(=O)OC)C=1SC=C(N1)C1=CC=CC=C1 (methyl 5-methoxy-4-(4-phenyl(1,3-thiazol-2-yl))thiophene-2-carboxylate). The yield is 9.8%. Reaction SMILES: [NH2:1][C:2](=[S:14])[C:3]1[CH:4]=[C:5]([C:10]([O:12][CH3:13])=[O:11])[S:6][C:7]=1[O:8][CH3:9].Br[CH2:16][C:17]([C:19]1[CH:24]=[CH:23][CH:22]=[CH:21][CH:20]=1)=O>>[CH3:9][O:8][C:7]1[S:6][C:5]([C:10]([O:12][CH3:13])=[O:11])=[CH:4][C:3]=1[C:2]1[S:14][CH:16]=[C:17]([C:19]2[CH:24]=[CH:23][CH:22]=[CH:21][CH:20]=2)[N:1]=1. Procedure: A solution of 400 mg (1.73 mmol) of methyl 4-(aminothioxomethyl)-5-methoxythiophene-2-carboxylate was reacted with 345 mg (1.73 mmol) of 2-bromoacetophenone (Aldrich, Milwaukee, Wis., USA) in a manner similar to Example 8, step (a) to give methyl 5-methoxy-4-(4-phenyl(1,3-thiazol-2-yl))thiophene-2-carboxylate (56 mg, 10%) as a solid. 1H-NMR (DMSO-d6; 300 MHz) δ8.22 (s, 1H), 8.14 (s, 1H), 8.05 (m, 2H), 7.47 (m, 2H), 7.36 (m, 1H), 4.26 (s, 3H), 3.85 (s, 3H). Reactants: ClC1=CC=C(OC(C(C(COC2=CC=C(C=C2)Cl)(C)C)=O)Br)C=C1 (1,4-bis-(4-chlorophenoxy)-1-bromo-3,3-dimethyl-butan-2-one), O.O.O.O.C1(=CC=CC=2C(=CC=CC12)S(=O)(=O)O)S(=O)(=O)O (1,5-naphthalenedisulphonic acid tetrahydrate), N1C=NC=C1 (imidazole). Solvent: CC(=O)C (acetone), C(C)#N (acetonitrile). Yields the product ClC1=CC=C(OC(C(C(COC2=CC=C(C=C2)Cl)(C)C)=O)N2C=NC=C2)C=C1 (1,4-bis-(4-chlorophenoxy)- 3,3-dimethyl-1-(imidazol-1-yl)-butan-2-one). Isolated yield 67.3%. RXN SMILES: [Cl:1][C:2]1[CH:24]=[CH:23][C:5]([O:6][CH:7](Br)[C:8](=[O:21])[C:9]([CH3:20])([CH3:19])[CH2:10][O:11][C:12]2[CH:17]=[CH:16][C:15]([Cl:18])=[CH:14][CH:13]=2)=[CH:4][CH:3]=1.[NH:25]1[CH:29]=[CH:28][N:27]=[CH:26]1.O.O.O.O.C1(S(O)(=O)=O)C2C=CC=C(S(O)(=O)=O)C=2C=CC=1>C(#N)C.CC(C)=O>[Cl:1][C:2]1[CH:24]=[CH:23][C:5]([O:6][CH:7]([N:25]2[CH:29]=[CH:28][N:27]=[CH:26]2)[C:8](=[O:21])[C:9]([CH3:20])([CH3:19])[CH2:10][O:11][C:12]2[CH:17]=[CH:16][C:15]([Cl:18])=[CH:14][CH:13]=2)=[CH:4][CH:3]=1 |f:2.3.4.5.6|. Procedure: 21.6 g (0.05 mole) of crude 1,4-bis-(4-chlorophenoxy)-1-bromo-3,3-dimethyl-butan-2-one were stirred under reflux with 14 g (0.2 mole) of imidazole in 100 ml of acetonitrile for 17 hours. The mixture was then concentrated by distilling off the solvent under reduced pressure. The residue was taken up in 400 ml of methylene chloride and the mixture was extracted by shaking three times with 800 ml of water each time, dried over sodium sulphate and concentrated. The residue was taken up in 100 ml of ... Reactants: NCCN1CCN(C(c2ccccc2)c2ccc(Cl)cc2)CC1, O=Cc1cc(-c2ccccc2)n(-c2ccccc2)n1. Yields the product Clc1ccc(C(c2ccccc2)N2CCN(CCNCc3cc(-c4ccccc4)n(-c4ccccc4)n3)CC2)cc1. As a reaction SMILES: [Cl:1][c:2]1[cH:3][cH:4][c:5]([CH:6]([c:7]2[cH:8][cH:9][cH:10][cH:11][cH:12]2)[N:13]2[CH2:14][CH2:15][N:16]([CH2:19][CH2:20][NH2:21])[CH2:17][CH2:18]2)[cH:22][cH:23]1.[c:24]1(-[n:30]2[n:31][c:32]([CH:41]=[O:42])[cH:33][c:34]2-[c:35]2[cH:36][cH:37][cH:38][cH:39][cH:40]2)[cH:25][cH:26][cH:27][cH:28][cH:29]1>>[Cl:1][c:2]1[cH:3][cH:4][c:5]([CH:6]([c:7]2[cH:8][cH:9][cH:10][cH:11][cH:12]2)[N:13]2[CH2:14][CH2:15][N:16]([CH2:19][CH2:20][NH:21][CH2:41][c:32]3[n:31][n:30](-[c:24]4[cH:25][cH:26][cH:27][cH:28][cH:29]4)[c:34](-[c:35]4[cH:36][cH:37][cH:38][cH:39][cH:40]4)[cH:33]3)[CH2:17][CH2:18]2)[cH:22][cH:23]1. Starting materials: COC1=C(C(=O)O)C(=CC=C1)C (2-Methoxy-6-methylbenzoic Acid), S(=O)(Cl)Cl (thionyl chloride). Product: COC1=C(C(=O)Cl)C(=CC=C1)C (2-Methoxy-6-methylbenzoyl Chloride). RXN SMILES: [CH3:1][O:2][C:3]1[CH:11]=[CH:10][CH:9]=[C:8]([CH3:12])[C:4]=1[C:5](O)=[O:6].S(Cl)([Cl:15])=O>>[CH3:1][O:2][C:3]1[CH:11]=[CH:10][CH:9]=[C:8]([CH3:12])[C:4]=1[C:5]([Cl:15])=[O:6]. Procedure details: A mixture of 1A (1.7 g, 10.2 mmol) and thionyl chloride (2 ml) is heated under reflux for 1 hour. The mixture is concentrated and the resulting benzoylchloride is used without further purification. Reactants: OC1=C(N(S(C2=C1SC1=C2C=CC=C1)(=O)=O)C)C(=O)OC (methyl 4-hydroxy-2-methyl-2H-[1] benzothieno [2,3-e]-1,2-thiazine-3-carboxylate-1,1-dioxide), C(CC)C1=CN=C(S1)N (5-propyl-2-thiazolamine). The product is OC1=C(N(S(C2=C1SC1=C2C=CC=C1)(=O)=O)C)C(=O)NC=1SC(=CN1)CCC (4-Hydroxy-2-methyl-N-(5-propyl-2-thiazolyl)-2H-[1] benzothieno [2,3-e]-1,2-thiazine-3-carboxamide-1,1-dioxide). The yield is 37.0%. RXN SMILES: [OH:1][C:2]1[C:7]2[S:8][C:9]3[CH:14]=[CH:13][CH:12]=[CH:11][C:10]=3[C:6]=2[S:5](=[O:16])(=[O:15])[N:4]([CH3:17])[C:3]=1[C:18](OC)=[O:19].[CH2:22]([C:25]1[S:29][C:28]([NH2:30])=[N:27][CH:26]=1)[CH2:23][CH3:24]>>[OH:1][C:2]1[C:7]2[S:8][C:9]3[CH:14]=[CH:13][CH:12]=[CH:11][C:10]=3[C:6]=2[S:5](=[O:16])(=[O:15])[N:4]([CH3:17])[C:3]=1[C:18]([NH:30][C:28]1[S:29][C:25]([CH2:22][CH2:23][CH3:24])=[CH:26][N:27]=1)=[O:19]. Reported procedure: Prepared analogous to Example 1 from methyl 4-hydroxy-2-methyl-2H-[1] benzothieno [2,3-e]-1,2-thiazine-3-carboxylate-1,1-dioxide and 5-propyl-2-thiazolamine with a yield of 37% of theory. Starting materials: CN(C(C)C1=CC=C(C=C1)Br)C ((±)-1-dimethylamino-1-(4-bromophenyl)-ethane), Grignard reagent, [Mg] (magnesium), BrC1=C(C=CC=C1)C (2-bromotoluene). The reagents and catalysts are C1(=CC=CC=C1)P(C1=CC=CC=C1)(C1=CC=CC=C1)C1=CC=CC=C1.[Pd] (tetrakisphenylphosphine palladium). The solvent is O1CCCC1 (tetrahydrofuran), O1CCCC1 (tetrahydrofuran). Reaction conditions: time 5 hour. Yields the product CN(C(C)C1=CC=C(C=C1)C1=C(C=CC=C1)C)C ((±)-4'-[1-(dimethylamino)ethyl]-2-methylbiphenyl). Isolated yield 97.2%. As a reaction SMILES: [Mg].Br[C:3]1[CH:8]=[CH:7][CH:6]=[CH:5][C:4]=1[CH3:9].[CH3:10][N:11]([CH3:21])[CH:12]([C:14]1[CH:19]=[CH:18][C:17](Br)=[CH:16][CH:15]=1)[CH3:13]>O1CCCC1.C1(P(C2C=CC=CC=2)(C2C=CC=CC=2)C2C=CC=CC=2)C=CC=CC=1.[Pd]>[CH3:10][N:11]([CH3:21])[CH:12]([C:14]1[CH:19]=[CH:18][C:17]([C:3]2[CH:8]=[CH:7][CH:6]=[CH:5][C:4]=2[CH3:9])=[CH:16][CH:15]=1)[CH3:13] |f:4.5|. Reported procedure: A solution of the Grignard reagent prepared from 344 mg of magnesium and 2.27 g of 2-bromotoluene in 15 mL of tetrahydrofuran was added dropwise to a suspension of 2 g of (±)-1-dimethylamino-1-(4-bromophenyl)-ethane and 158 g of tetrakisphenylphosphine-palladium in 10 mL of tetrahydrofuran. The addition was effected at room temperature and under an argon atmosphere. After completion of the addition the mixture was heated to boiling for a further 5 hours and then evaporated under reduced pressure...